Dataset: the Open Reaction Database (ORD), a public repository of structured organic reaction records. Task: describe an organic reaction: reactants, conditions, products, and yield Starting materials: Tri-σ-tolylphosphine, C(C)(C)N(CC)C(C)C (Diisopropylethylamine), BrC1=CC2=C(NCC(NC2)=O)N=C1 (7-Bromo-1,2,4,5-tetrahydro-pyrido[2,3-e][1,4]diazepin-3-one), C(C=C)(=O)OC(C)(C)C (tert-butyl acrylate). Reagents/catalysts: C(C)(=O)[O-].[Pd+2].C(C)(=O)[O-] (palladium acetate). Run in CN(C)C=O (DMF). Reaction conditions: temperature 90 celsius. The product is C(C)(C)(C)OC(C=CC1=CC2=C(NCC(NC2)=O)N=C1)=O (3-(3-Oxo-2,3,4,5-tetrahydro-1H-pyrido[2,3-e][1,4]diazepin-7-yl)-acrylic acid tert-butyl ester). Isolated yield 55.3%. As a reaction SMILES: Br[C:2]1[CH:13]=[N:12][C:5]2[NH:6][CH2:7][C:8](=[O:11])[NH:9][CH2:10][C:4]=2[CH:3]=1.[C:14]([O:18][C:19]([CH3:22])([CH3:21])[CH3:20])(=[O:17])[CH:15]=[CH2:16].C(N(C(C)C)CC)(C)C>CN(C=O)C.C([O-])(=O)C.[Pd+2].C([O-])(=O)C>[C:19]([O:18][C:14](=[O:17])[CH:15]=[CH:16][C:2]1[CH:13]=[N:12][C:5]2[NH:6][CH2:7][C:8](=[O:11])[NH:9][CH2:10][C:4]=2[CH:3]=1)([CH3:22])([CH3:21])[CH3:20] |f:4.5.6|. Procedure: 7-Bromo-1,2,4,5-tetrahydro-pyrido[2,3-e][1,4]diazepin-3-one (145 mg, 0.6 mmol) and tert-butyl acrylate (307 mg, 2.4 mmol) were dissolved in DMF (3 mL) and the reaction vessel was purged with argon for 5 min. Tri-σ-tolylphosphine (37 mg, 0.12 mmol) and palladium acetate (14 mg, 0.06 mmol) were added and the solution was degassed with argon. Diisopropylethylamine (0.23 mL, 1.32 mmol) was added and the solution was degassed with argon, sealed and heated to 90° C. for 16 h. The reaction was cooled t... Starting materials: FC1=NC=C2C=CC(N(C2=C1)CC)=O (7-fluoro-1-ethyl-1H-[1,6]naphthyridin-2-one), N1(CCCCC1)C1=CC=C(N)C=C1 (4-(1-piperidinyl)aniline), C(C)(C)[N-]C(C)C.[Li+] (lithium diisopropylamide). The reagents and catalysts are C(C)(=O)O (acetic acid). The solvent is C1CCOC1 (THF). Run at time 8 hour. The product is C(C)N1C(C=CC2=CN=C(C=C12)NC1=CC=C(C=C1)N1CCCCC1)=O (ethyl-7-(4-(piperidin-1-yl)phenylamino)-1H -[1,6]naphthyridin-2-one). Isolated yield 44.0%. As a reaction SMILES: F[C:2]1[CH:11]=[C:10]2[C:5]([CH:6]=[CH:7][C:8](=[O:14])[N:9]2[CH2:12][CH3:13])=[CH:4][N:3]=1.[N:15]1([C:21]2[CH:27]=[CH:26][C:24]([NH2:25])=[CH:23][CH:22]=2)[CH2:20][CH2:19][CH2:18][CH2:17][CH2:16]1.C([N-]C(C)C)(C)C.[Li+]>C1COCC1.C(O)(=O)C>[CH2:12]([N:9]1[C:10]2[C:5](=[CH:4][N:3]=[C:2]([NH:25][C:24]3[CH:23]=[CH:22][C:21]([N:15]4[CH2:20][CH2:19][CH2:18][CH2:17][CH2:16]4)=[CH:27][CH:26]=3)[CH:11]=2)[CH:6]=[CH:7][C:8]1=[O:14])[CH3:13] |f:2.3|. Procedure: A stirred solution of (XV, where R2 is ethyl) (100 mg, 0.52 mmol), 4-(1-piperidinyl)aniline (0.26 g, 1.12 mmol) in THF (5.0 mL) under nitrogen at -78° C. was treated with a solution (0.8 mL, 1.2 mmol) of lithium diisopropylamide (1.5 M in cyclohexane), then the temperature was allowed to rise slowly to 20° C. overnight. The resulting solution was treated with 3 drops of glacial acetic acid and concentrated to a dark residue that was purified that purified by silica gel chromatography eluting wit... Reactants: C(CCCCCCC)N1CC(C2=C(C=C(C(=C12)NC(C(C)(C)C)=O)C)C)CCC(=O)OC (N-[(1-octyl-3-(2-methoxycarbonylethyl)-4,6-dimethylindolin-7-yl)]-2,2-dimethylpropanamide), [OH-].[Na+] (NaOH). Solvent: CCO (EtOH), O (water). Reaction conditions: time 30 minute. Yields the product C(CCCCCCC)N1CC(C2=C(C=C(C(=C12)NC(C(C)(C)C)=O)C)C)CCC(=O)O (N-[(1-octyl-3-(2-carboxyethyl)-4,6-dimethylindolin-7-yl)]-2,2-dimethylpropanamide). The yield is 75.1%. RXN SMILES: [CH2:1]([N:9]1[C:17]2[C:12](=[C:13]([CH3:26])[CH:14]=[C:15]([CH3:25])[C:16]=2[NH:18][C:19](=[O:24])[C:20]([CH3:23])([CH3:22])[CH3:21])[CH:11]([CH2:27][CH2:28][C:29]([O:31]C)=[O:30])[CH2:10]1)[CH2:2][CH2:3][CH2:4][CH2:5][CH2:6][CH2:7][CH3:8].[OH-].[Na+]>CCO.O>[CH2:1]([N:9]1[C:17]2[C:12](=[C:13]([CH3:26])[CH:14]=[C:15]([CH3:25])[C:16]=2[NH:18][C:19](=[O:24])[C:20]([CH3:21])([CH3:22])[CH3:23])[CH:11]([CH2:27][CH2:28][C:29]([OH:31])=[O:30])[CH2:10]1)[CH2:2][CH2:3][CH2:4][CH2:5][CH2:6][CH2:7][CH3:8] |f:1.2|. Procedure details: N-[(1-octyl-3-(2-methoxycarbonylethyl)-4,6-dimethylindolin-7-yl)]-2,2-dimethylpropanamide (1.1 g) was dissolved in EtOH (10 ml) and a solution of NaOH (494 mg) in water (3 ml) was added, which was followed by stirring at roam temperature for 30 min. EtOH was evaporated under reduced pressure and CHCl3 (50 ml) was added. After washing successively with 5% aqueous citric acid and saturated brine, the mixture was dried over anhydrous sodium sulfate. CHCl3 was evaporated under reduced pressure. The ... Run at time 8 hour. Yields the product Cl (HCl), C(C)[C@@H]1CO[C@@H](CN1)C(=O)NC1=CC=CC=C1 ((2S,5R)-5-Ethyl-N-phenyl-2-morpholinecarboxamide). The reactants are Cl (HCl), C(C)[C@@H]1CO[C@@H](CN1C(=O)OC(C)(C)C)C(=O)NC1=CC=CC=C1 (1,1-Dimethylethyl(2S,5R)-5-ethyl-2-[(phenylamino)carbonyl]-4-morpholinecarboxylate), O1CCOCC1 (1,4-dioxane). Procedure details: 1,1-Dimethylethyl(2S,5R)-5-ethyl-2-[(phenylamino)carbonyl]-4-morpholinecarboxylate (0.269 g, 0.804 mmol) was taken up in HCl in 1,4-dioxane (4 M, 0.024 mL, 0.804 mmol) and stirred at room temperature overnight. The reaction was concentrated to yield a HCl salt of the title compound (0.198 g) as a brown oil. LC-MS (ES) m/z=235 [M+H]+. Reaction SMILES: [CH2:1]([C@H:3]1[N:8](C(OC(C)(C)C)=O)[CH2:7][C@@H:6]([C:16]([NH:18][C:19]2[CH:24]=[CH:23][CH:22]=[CH:21][CH:20]=2)=[O:17])[O:5][CH2:4]1)[CH3:2].O1CCOCC1.[ClH:31]>>[ClH:31].[CH2:1]([C@H:3]1[NH:8][CH2:7][C@@H:6]([C:16]([NH:18][C:19]2[CH:24]=[CH:23][CH:22]=[CH:21][CH:20]=2)=[O:17])[O:5][CH2:4]1)[CH3:2]. Starting materials: CC(CC#N)CC\C=C(\CC\C=C(\CCC=C(C)C)/C)/C ((E, E)-3,7,11,15-Tetramethyl-6,10,14-hexadecatrienonitrile), Cl (hydrochloric acid), [OH-].[K+] (potassium hydroxide), C(C(C)O)O (propylene glycol). The solvent is O (water). Yields the product CC(CC(=O)O)CC\C=C(\CC\C=C(\CCC=C(C)C)/C)/C ((E, E)-3,7,11,15-Tetramethyl-6,10,14-hexadecatrienoic acid). As a reaction SMILES: [CH3:1][CH:2]([CH2:6][CH2:7]/[CH:8]=[C:9](\[CH3:21])/[CH2:10][CH2:11]/[CH:12]=[C:13](\[CH3:20])/[CH2:14][CH2:15][CH:16]=[C:17]([CH3:19])[CH3:18])[CH2:3][C:4]#N.[OH-:22].[K+].C(O)C([OH:27])C.Cl>O>[CH3:1][CH:2]([CH2:6][CH2:7]/[CH:8]=[C:9](\[CH3:21])/[CH2:10][CH2:11]/[CH:12]=[C:13](\[CH3:20])/[CH2:14][CH2:15][CH:16]=[C:17]([CH3:19])[CH3:18])[CH2:3][C:4]([OH:27])=[O:22] |f:1.2|. Reported procedure: To 34 g. of the product obtained in the above (b) step, there were added 23 g. of potassium hydroxide, 10 ml. of water and 70 ml. of propylene glycol, and the mixture was stirred at 130° C. for 7 hours. The reaction mixture was made acidic by addition of hydrochloric acid, and was then extracted with n-hexane. The extract was washed with water and dried, and the solvent was removed by evaporation. The residue was purified by silica gel column chromatography to obtain 30 g. of the desired oily pr... Reactants: C(C)(C)(C)ON=C1C=C(OC2=CC(=CC=C12)Br)C=1N=CC2=CC=CC=C2C1 (7-bromo-2-isoquinolin-3-yl-chromen-4-one O-tert-butyl oxime), CN(C)CC#C (N,N-dimethylamino-2-propyne). The product is CN(CC#CC1=CC=C2C(C=C(OC2=C1)C=1N=CC2=CC=CC=C2C1)=NO)C (7-(3-dimethylamino-prop-1-ynyl)-2-isoquinolin-3-yl-chromen-4-one oxime), oxime. As a reaction SMILES: C([O:5][N:6]=[C:7]1[C:16]2[C:11](=[CH:12][C:13](Br)=[CH:14][CH:15]=2)[O:10][C:9]([C:18]2[N:19]=[CH:20][C:21]3[C:26]([CH:27]=2)=[CH:25][CH:24]=[CH:23][CH:22]=3)=[CH:8]1)(C)(C)C.[CH3:28][N:29]([CH2:31][C:32]#[CH:33])[CH3:30]>>[CH3:28][N:29]([CH3:30])[CH2:31][C:32]#[C:33][C:13]1[CH:12]=[C:11]2[C:16]([C:7](=[N:6][OH:5])[CH:8]=[C:9]([C:18]3[N:19]=[CH:20][C:21]4[C:26]([CH:27]=3)=[CH:25][CH:24]=[CH:23][CH:22]=4)[O:10]2)=[CH:15][CH:14]=1. Procedure details: 7-(3-dimethylamino-prop-1-ynyl)-2-isoquinolin-3-yl-chromen-4-one oxime was prepared in 20% overall yield using the method described in example 24, starting from 7-bromo-2-isoquinolin-3-yl-chromen-4-one O-tert-butyl oxime (example 2B) and N,N-dimethylamino-2-propyne. The title compound was purified by preparative HPLC (gradient 70-55% Water/acetonitrile+0.05% trifluoroacetic acid) and isolated as an orange solid and as a 85/15 mixture of Z/E oxime isomers.